This data is from the Open Reaction Database (ORD), a public repository of structured organic reaction records. The task is: describe an organic reaction: reactants, conditions, products, and yield The reactants are N1=CNC(C2=C1SC=C2)=O (3,4-Dihydrothieno[ 2,3-d] pyrimidin-4-one), ClS(=O)(=O)O (chlorosulphonic acid), S(=O)(Cl)Cl (Thionyl chloride). Conditions: time 30 minute. The product is ClS(=O)(=O)C1=CC2=C(N=CNC2=O)S1 (6-chlorosulphonylthieno[ 2,3-d] pyrimidin-4-one). Reaction SMILES: [N:1]1[C:6]2[S:7][CH:8]=[CH:9][C:5]=2[C:4](=[O:10])[NH:3][CH:2]=1.[Cl:11][S:12](O)(=[O:14])=[O:13].S(Cl)(Cl)=O>>[Cl:11][S:12]([C:8]1[S:7][C:6]2[N:1]=[CH:2][NH:3][C:4](=[O:10])[C:5]=2[CH:9]=1)(=[O:14])=[O:13]. Reported procedure: 3,4-Dihydrothieno[ 2,3-d] pyrimidin-4-one (50 g) was added portionwise to chlorosulphonic acid (243 ml), maintaining the temperature below 0° C. Thionyl chloride (121 ml) was added dropwise, and the mixture stirred for a further 30 minutes at room temperature; then two hours at reflux. It was then cooled, and poured carefully on to ice. The precipitate was washed and dried to give 6-chlorosulphonylthieno[ 2,3-d] pyrimidin-4-one (84 g). This compound (30 g) and dimethylamine (450 ml) were mixed a... The reactants are C1=CC=CC=C1 (benzene), NC1=C(C(=O)C2=NC=CC=C2)C=C(C=C1)Br (2-(2-amino-5-bromobenzoyl)-pyridine), ortho-methyl-acetate, C(C)(=O)O (acetic acid). The product is COC(C)=NC1=C(C(=O)C2=NC=CC=C2)C=C(C=C1)Br (2-[2-(1-methoxyethylideneamino)-5-bromobenzoyl]-pyridine). RXN SMILES: [NH2:1][C:2]1[CH:15]=[CH:14][C:13]([Br:16])=[CH:12][C:3]=1[C:4]([C:6]1[CH:11]=[CH:10][CH:9]=[CH:8][N:7]=1)=[O:5].[C:17]([OH:20])(=O)[CH3:18].[CH:21]1C=CC=CC=1>>[CH3:21][O:20][C:17](=[N:1][C:2]1[CH:15]=[CH:14][C:13]([Br:16])=[CH:12][C:3]=1[C:4]([C:6]1[CH:11]=[CH:10][CH:9]=[CH:8][N:7]=1)=[O:5])[CH3:18]. Procedure details: A mixture of 8.7 g of 2-(2-amino-5-bromobenzoyl)-pyridine, 5.7 g of ortho-methyl-acetate, 2.8 ml. of acetic acid and 100 ml. of benzene is refluxed, while removing alcohol formed by azeotropic distillation, for 1.5 hours and then cooled. The resultant is washed with saturated aqueous sodium hydrogen carbonate, then with water, and dried over sodium sulfate. Evaporation of the solvent under reduced pressure gives 2-[2-(1-methoxyethylideneamino)-5-bromobenzoyl]-pyridine as oily product. This produ... Yield: 52.1%. As a reaction SMILES: [CH2:1]([O:5][C:6]([C:8]1[C:9]([OH:18])=[C:10]2[CH:17]=[CH:16][S:15][C:11]2=[C:12](Br)[N:13]=1)=[O:7])[CH2:2][CH2:3][CH3:4].[C:19]([Cu])#[N:20].CN(C)C=O>O>[CH2:1]([O:5][C:6]([C:8]1[C:9]([OH:18])=[C:10]2[CH:17]=[CH:16][S:15][C:11]2=[C:12]([C:19]#[N:20])[N:13]=1)=[O:7])[CH2:2][CH2:3][CH3:4]. Conditions: temperature 160 celsius, time 15 minute. Solvent: O (water). Procedure: A mixture of 7-bromo-4-hydroxy-thieno[2,3-c]pyridine-5-carboxylic acid butyl ester (example 43a, 165 mg, 0.5 mmol), CuCN (91 mg, 1 mmol), and dimethylformamide (2 ml) was heated in a microwave oven at 160° C. with stirring for 15 min. After cooling to ambient temperature water (20 ml) was added and the mixture was extracted with ethyl acetate (1×60 ml). The resulting mixture was filtered through a pad of celite. The organic phase was washed with water (2×25 ml), dried over MgSO4, and concentrate... The product is C(CCC)OC(=O)C=1C(=C2C(=C(N1)C#N)SC=C2)O (7-Cyano-4-hydroxy-thieno[2,3-c]pyridine-5-carboxylic acid butyl ester). The reactants are C(CCC)OC(=O)C=1C(=C2C(=C(N1)Br)SC=C2)O (7-bromo-4-hydroxy-thieno[2,3-c]pyridine-5-carboxylic acid butyl ester), C(#N)[Cu] (CuCN), CN(C=O)C (dimethylformamide). The reactants are BrC(C(C)=O)C1=CC(=C(C=C1)F)OC (1-bromo-1-(4-fluoro-3-methoxy-phenyl)-propan-2-one), C(C)(=O)NC(=S)N (N-acetylthiourea). The solvent is C(C)O (ethanol). Reaction conditions: temperature 80 celsius, time 8 hour. Product: FC1=C(C=C(C=C1)C1=C(N=C(S1)NC(C)=O)C)OC (N-[5-(4-Fluoro-3-methoxy-phenyl)-4-methyl-thiazol-2-yl]-acetamide). RXN SMILES: Br[CH:2]([C:6]1[CH:11]=[CH:10][C:9]([F:12])=[C:8]([O:13][CH3:14])[CH:7]=1)[C:3](=O)[CH3:4].[C:15]([NH:18][C:19]([NH2:21])=[S:20])(=[O:17])[CH3:16]>C(O)C>[F:12][C:9]1[CH:10]=[CH:11][C:6]([C:2]2[S:20][C:19]([NH:18][C:15](=[O:17])[CH3:16])=[N:21][C:3]=2[CH3:4])=[CH:7][C:8]=1[O:13][CH3:14]. Procedure: 1-Bromo-1-(4-fluoro-3-methoxy-phenyl)-propan-2-one (161b) (0.72 g, 2.74 mmol) is dissolved in ethanol (20 ml) and N-acetylthiourea (0.324 g, 2.72 mmol) is added in one portion. The mixture is stirred at 80° C. overnight then allowed to cool whereupon the product crystallised. Filtration affords the title compound as a white solid. The reactants are C1(\C=C/C(=O)O1)=O (maleic anhydride), C1(=CC=CC=C1)C (toluene), C=CC(=C)Cl (chloroprene). Solvent: C=1(C(=CC=CC1)C)C (xylene). Run at temperature 55 celsius, time 30 minute. Yields the product ClC1CC2C(C(=O)OC2=O)C=C1 (4-chlorotetrahydrophthalic anhydride). The yield is 85.0%. RXN SMILES: [C:1]1(=[O:7])[O:6][C:4](=[O:5])[CH:3]=[CH:2]1.C1(C)C=CC=CC=1.[CH2:15]=[CH:16][C:17]([Cl:19])=[CH2:18]>C1(C)C(C)=CC=CC=1>[Cl:19][CH:17]1[CH:16]=[CH:15][CH:2]2[C:1]([O:6][C:4](=[O:5])[CH:3]2[CH2:18]1)=[O:7]. Reported procedure: 156.9 g (1.6 mole) of maleic anhydride and 250 ml toluene were added to a flask. 25 ml of toluene was removed by distillation to dry the solution. 150 g (1.69 mole) of chloroprene dissolved in 250 ml of xylene was slowly added to the flask. The entire addition took 30 minutes. The resulting solution was then heated at 55° C. for three hours. The solution was then distilled to remove solvents. The remaining material was distilled at 160-165° C. (1 to 2 mm pressure) to afford 4-chlorotetrahydropht... The reactants are CCCBr, [H-], [Na+], CN(C)C=O, O=C1c2ccccc2C(=O)N1C1CCC(O)CC1. The product is CCCOC1CCC(N2C(=O)c3ccccc3C2=O)CC1. As a reaction SMILES: [CH2:21]([CH2:22][CH3:23])[Br:24].[H-:20].[Na+:19].[O:25]=[CH:26][N:27]([CH3:28])[CH3:29].[OH:1][CH:2]1[CH2:3][CH2:4][CH:5]([N:8]2[C:9](=[O:18])[c:10]3[cH:11][cH:12][cH:13][cH:14][c:15]3[C:16]2=[O:17])[CH2:6][CH2:7]1>>[O:1]([CH:2]1[CH2:3][CH2:4][CH:5]([N:8]2[C:9](=[O:18])[c:10]3[cH:11][cH:12][cH:13][cH:14][c:15]3[C:16]2=[O:17])[CH2:6][CH2:7]1)[CH2:21][CH2:22][CH3:23]. The reactants are CC=1OC(=CC1C(=O)Cl)C (2,5-dimethylfuran-3-carboxylic chloride), Cl.C1(CCCCC1)NO (N-cyclohexylhydroxylamine hydrochloride), C1=CC=CC=C1 (benzene). Solvent: C(C)N(CC)CC (triethylamine). Reaction conditions: time 1 hour. Product: 18.2, C1(CCCCC1)N(O)C(=O)C1=C(OC(=C1)C)C (N-cyclohexyl-2,5-dimethylfuran- 3-hydroxamic acid). RXN SMILES: Cl.[CH:2]1([NH:8][OH:9])[CH2:7][CH2:6][CH2:5][CH2:4][CH2:3]1.C1C=CC=CC=1.[CH3:16][C:17]1[O:18][C:19]([CH3:25])=[CH:20][C:21]=1[C:22](Cl)=[O:23]>C(N(CC)CC)C>[CH:2]1([N:8]([C:22]([C:21]2[CH:20]=[C:19]([CH3:25])[O:18][C:17]=2[CH3:16])=[O:23])[OH:9])[CH2:7][CH2:6][CH2:5][CH2:4][CH2:3]1 |f:0.1|. Procedure details: 16.6 Parts of N-cyclohexylhydroxylamine hydrochloride is added to 300 parts of benzene; 20.2 parts of triethylamine is then introduced into the mixture. After stirring the mixture for 1 hour at room temperature, 15.9 parts of 2,5-dimethylfuran-3-carboxylic chloride is dripped in. The mixture is then stirred for a further hour and the precipitate is suction filtered, washed with water and then with petroleum ether, and dried. There is obtained 18.2 parts of N-cyclohexyl-2,5-dimethylfuran- 3-hydro... Reactants: BrC=1C=C2C=3CCCC(C3NC2=CC1)N (6-bromo-2,3,4,9-tetrahydro-1H-carbazol-1-amine), C(C1=CC=CC=C1)(=O)Cl (benzoyl chloride), C(C)(C)N(CC)C(C)C (diisopropylethylamine). The solvent is ClCCl (dichloromethane). Conditions: time 15 hour. Yields the product BrC=1C=C2C=3CCCC(C3NC2=CC1)NC(C1=CC=CC=C1)=O (N-(6-Bromo-2,3,4,9-tetrahydro-1H-carbazol-1-yl)benzamide). Isolated yield 25.7%. As a reaction SMILES: [Br:1][C:2]1[CH:3]=[C:4]2[C:12](=[CH:13][CH:14]=1)[NH:11][C:10]1[CH:9]([NH2:15])[CH2:8][CH2:7][CH2:6][C:5]2=1.[C:16](Cl)(=[O:23])[C:17]1[CH:22]=[CH:21][CH:20]=[CH:19][CH:18]=1.C(N(C(C)C)CC)(C)C>ClCCl>[Br:1][C:2]1[CH:3]=[C:4]2[C:12](=[CH:13][CH:14]=1)[NH:11][C:10]1[CH:9]([NH:15][C:16](=[O:23])[C:17]3[CH:22]=[CH:21][CH:20]=[CH:19][CH:18]=3)[CH2:8][CH2:7][CH2:6][C:5]2=1. Reported procedure: To a solution of 6-bromo-2,3,4,9-tetrahydro-1H-carbazol-1-amine (50 mg, 0.19 mmol) and benzoyl chloride (24 μL, 0.21 mmol) in dichloromethane (1 mL) at 0° C. was added diisopropylethylamine (66 μL, 0.38 mmol). The mixture was stirred at room temperature 15 hours, the solvent removed, and the residue purified by flash chromatography (0-30% ethyl acetate-hexanes) to give 18 mg (26% yield) of a yellow solid. 1H-NMR (CDCl3): δ 8.97 (s, 1H), 7.78 (d, 2H), 7.61 (m, 1H), 7.52 (m, 1H), 7.44 (t, 2H), 7.2... Starting materials: NC=1C=CC(=NC1)OC=1C(=CC(=C(C1)NC(C1=C(C(=CC=C1)C1(CC1)C#N)Cl)=O)F)F (N-{5-[(5-aminopyridin-2-yl)oxy]-2,4-difluorophenyl}-2-chloro-3-(1-cyanocyclopropyl)benzamide), [S-]C#N.[K+] (potassium thiocyanate), BrBr (bromine). Solvent: C(C)(=O)O (acetic acid). Run at time 8 hour. Yields the product NC=1SC2=NC(=CC=C2N1)OC=1C(=CC(=C(C1)NC(C1=C(C(=CC=C1)C1(CC1)C#N)Cl)=O)F)F (N-{5-[(2-amino[1,3]thiazolo[5,4-b]pyridin-5-yl)oxy]-2,4-difluorophenyl}-2-chloro-3-(1-cyanocyclopropyl)benzamide). Yield: 84.4%. RXN SMILES: [NH2:1][C:2]1[CH:3]=[CH:4][C:5]([O:8][C:9]2[C:10]([F:31])=[CH:11][C:12]([F:30])=[C:13]([NH:15][C:16](=[O:29])[C:17]3[CH:22]=[CH:21][CH:20]=[C:19]([C:23]4([C:26]#[N:27])[CH2:25][CH2:24]4)[C:18]=3[Cl:28])[CH:14]=2)=[N:6][CH:7]=1.[S-:32][C:33]#[N:34].[K+].BrBr>C(O)(=O)C>[NH2:34][C:33]1[S:32][C:7]2[C:2]([N:1]=1)=[CH:3][CH:4]=[C:5]([O:8][C:9]1[C:10]([F:31])=[CH:11][C:12]([F:30])=[C:13]([NH:15][C:16](=[O:29])[C:17]3[CH:22]=[CH:21][CH:20]=[C:19]([C:23]4([C:26]#[N:27])[CH2:24][CH2:25]4)[C:18]=3[Cl:28])[CH:14]=1)[N:6]=2 |f:1.2|. Procedure: To a solution of N-{5-[(5-aminopyridin-2-yl)oxy]-2,4-difluorophenyl}-2-chloro-3-(1-cyanocyclopropyl)benzamide (4.25 g, 9.64 mmol) and potassium thiocyanate (3.75 g, 38.6 mmol) in acetic acid (50 mL) was added dropwise bromine (2.11 g, 13.1 mmol) under ice-cooling, and the mixture was stirred at room temperature overnight. The yellow insoluble material was filtered off, and the filtrate was concentrated under reduced pressure. To the residue was added saturated aqueous sodium hydrogen carbonate s...